describe an organic reaction: reactants, conditions, products, and yield From a dataset of the Open Reaction Database (ORD), a public repository of structured organic reaction records. The product is NC(=O)C1(Nc2ccc(F)cc2)CCN(Cc2ccccc2)CC1. RXN SMILES: [CH2:6]([c:7]1[cH:8][cH:9][cH:10][cH:11][cH:12]1)[N:13]1[CH2:14][CH2:15][C:16]([C:19]#[N:20])([NH:21][c:22]2[cH:23][cH:24][c:25]([F:28])[cH:26][cH:27]2)[CH2:17][CH2:18]1.[Na+:30].[OH-:29].[OH2:31].[S:1](=[O:2])(=[O:3])([OH:4])[OH:5]>>[CH2:6]([c:7]1[cH:8][cH:9][cH:10][cH:11][cH:12]1)[N:13]1[CH2:14][CH2:15][C:16]([C:19]([NH2:20])=[O:29])([NH:21][c:22]2[cH:23][cH:24][c:25]([F:28])[cH:26][cH:27]2)[CH2:17][CH2:18]1. Starting materials: N#CC1(Nc2ccc(F)cc2)CCN(Cc2ccccc2)CC1, [Na+], [OH-], O, O=S(=O)(O)O. Reactants: C(C)OC(=O)[C@@H]1CC[C@@H](CC1)NNC(=O)OC(C)(C)C (cis-4-(N′-tert-butoxycarbonyl-hydrazino)-cyclohexanecarboxylic acid ethyl ester), O1CCOCC1 (1,4-dioxane), Cl (hydrogen chloride). Yields the product Cl.C(C)OC(=O)[C@@H]1CC[C@@H](CC1)NN (cis-4-Hydrazino-cyclohexanecarboxylic acid ethyl ester hydrochloride). RXN SMILES: [CH2:1]([O:3][C:4]([C@H:6]1[CH2:11][CH2:10][C@@H:9]([NH:12][NH:13]C(OC(C)(C)C)=O)[CH2:8][CH2:7]1)=[O:5])[CH3:2].O1CCOCC1.[ClH:27]>>[ClH:27].[CH2:1]([O:3][C:4]([C@H:6]1[CH2:11][CH2:10][C@@H:9]([NH:12][NH2:13])[CH2:8][CH2:7]1)=[O:5])[CH3:2] |f:3.4|. Reported procedure: A solution of cis-4-(N′-tert-butoxycarbonyl-hydrazino)-cyclohexanecarboxylic acid ethyl ester (1.03 g, 3.60 mmol) in 4 M hydrogen chloride solution in 1,4-dioxane (9.0 ml, 36 mmol) was stirred at room temperature for 3 days. The precipitate was collected by filtration, washed with tert-butyl methyl ether and dried in vacuo to give the title compound as white solid in quantitative yield. MS m/e: 187 ([M+H]+). Reactants: CNCCC1=CC=C(C=C1)O (4-(2-methylamino-ethyl)-phenol), ClC1=NC=C(C(=O)N)C=C1 (6-chloronicotinamide), C([O-])([O-])=O.[Cs+].[Cs+] (cesium carbonate), C(C)O (ethanol). The solvent is CN(C=O)C (N,N-dimethylformamide). Reaction conditions: temperature 85 celsius. The product is CNCCC1=CC=C(OC2=NC=C(C(=O)N)C=C2)C=C1 (6-[4-(2-Methylamino-ethyl)-phenoxy]-nicotinamide). Yield: 22.7%. Reaction SMILES: [CH3:1][NH:2][CH2:3][CH2:4][C:5]1[CH:10]=[CH:9][C:8]([OH:11])=[CH:7][CH:6]=1.Cl[C:13]1[CH:21]=[CH:20][C:16]([C:17]([NH2:19])=[O:18])=[CH:15][N:14]=1.C(=O)([O-])[O-].[Cs+].[Cs+].C(O)C>CN(C)C=O>[CH3:1][NH:2][CH2:3][CH2:4][C:5]1[CH:10]=[CH:9][C:8]([O:11][C:13]2[CH:21]=[CH:20][C:16]([C:17]([NH2:19])=[O:18])=[CH:15][N:14]=2)=[CH:7][CH:6]=1 |f:2.3.4|. Procedure details: Combine 4-(2-methylamino-ethyl)-phenol (1.0 g, 6.6 mmol), 6-chloronicotinamide (1.0 g, 6.6 mmol), and cesium carbonate (4.3 g, 13.2 mmol) in N,N-dimethylformamide (30 mL), stir and heat at 85° C. for 18 hours. Cool to room temperature and evaporate on a rotary evaporator to yield the crude product (1.3 g). The crude product is purified by flash column chromatography on silica gel eluting with 1% conc. ammonium hydroxide/10% ethanol in chloroform then ethanol to yield 6-[4-(2-Methylamino-ethyl)-p...